Task: describe an organic reaction: reactants, conditions, products, and yield. Dataset: the Open Reaction Database (ORD), a public repository of structured organic reaction records The reactants are COCOC1=C2CN(C(C2=C(C=C1)I)=O)C(C)(C1=CC=CC=C1)C (4-Methoxymethoxy-7-iodo-2-(1-methyl-1-phenylethyl)isoindolinone), C(Cl)(Cl)Cl (chloroform). Solvent: Cl.CO (hydrogen chloride methanol), Cl.CO (hydrogen chloride methanol). Conditions: temperature 70 celsius, time 2.5 hour. Yields the product OC1=C2CNC(C2=C(C=C1)I)=O (4-hydroxy-7-iodoisoindolinone). The yield is 85.1%. Reaction SMILES: COC[O:4][C:5]1[CH:13]=[CH:12][C:11]([I:14])=[C:10]2[C:6]=1[CH2:7][N:8](C(C)(C1C=CC=CC=1)C)[C:9]2=[O:15].C(Cl)(Cl)Cl>Cl.CO>[OH:4][C:5]1[CH:13]=[CH:12][C:11]([I:14])=[C:10]2[C:6]=1[CH2:7][NH:8][C:9]2=[O:15] |f:2.3|. Reported procedure: 4-Methoxymethoxy-7-iodo-2-(1-methyl-1-phenylethyl)isoindolinone (463 mg, 1.06 mmol) was dissolved in 10% hydrogen chloride-methanol solution (14 mL), and the solution was stirred at 70° C. for 2.5 hours. Then, the solution was added with 10% hydrogen chloride-methanol solution (4.3 mL) and further stirred at 2.5 hours. The reaction mixture was added with chloroform and purified by slurry. The solid was collected by filtration and washed with chloroform/methanol (9/1). The obtained solid was drie...